Task: describe an organic reaction: reactants, conditions, products, and yield. Dataset: the Open Reaction Database (ORD), a public repository of structured organic reaction records Starting materials: OC(=O)[C@@]1(O[C@@H]2[C@H]([C@H](O[C@@H]3[C@H](C(O)O[C@@H]([C@@H]3O)CO[C@]3(C(O)=O)C[C@H](O)[C@@H](NC(=O)C)[C@@H](O3)[C@H](O)[C@H](O)CO)N)O[C@@H]([C@@H]2O)CO)O)C[C@H](O)[C@@H](NC(=O)C)[C@@H](O1)[C@H](O)[C@H](O)CO (NeuAcα2-3Galβ1-3(NeuAcα2-6)GalNH2), glycosyl, CC(=O)N[C@@H]1[C@H](C[C@](OC1[C@@H]([C@@H](CO)O)O)(C(=O)O)OP(=O)([O-])OC[C@@H]2[C@H]([C@H]([C@@H](O2)N3C=CC(=NC3=O)N)O)O)O.[Na+] (CMP-NeuAc). Yields the product OC(=O)[C@@]1(O[C@@H]2[C@H]([C@H](O[C@@H]3[C@H](C(O)O[C@@H]([C@@H]3O)CO)N)O[C@@H]([C@@H]2O)CO)O)C[C@H](O)[C@@H](NC(=O)C)[C@@H](O1)[C@H](O)[C@H](O)CO (NeuAcα2-3Galβ1-3GalNH2). As a reaction SMILES: [OH:1][C:2]([C@@:4]1([O:57][C@@H:56]([C@@H:58]([C@@H:60]([CH2:62][OH:63])[OH:61])[OH:59])[C@H:51]([NH:52][C:53]([CH3:55])=[O:54])[C@@H:49]([OH:50])[CH2:48]1)[O:5][C@H:6]1[C@@H:43]([OH:44])[C@@H:42]([CH2:45][OH:46])[O:41][C@@H:8]([O:9][C@H:10]2[C@@H:16]([OH:17])[C@@H:15]([CH2:18][O:19][C@]3(O[C@@H]([C@@H]([C@@H](CO)O)O)[C@H](NC(C)=O)[C@@H](O)C3)C(=O)O)[O:14][CH:12]([OH:13])[C@@H:11]2[NH2:40])[C@@H:7]1[OH:47])=[O:3].CC(N[C@H]1C([C@H](O)[C@H](O)CO)O[C@](OP(OC[C@H]2O[C@@H](N3C(=O)N=C(N)C=C3)[C@H](O)[C@@H]2O)([O-])=O)(C(O)=O)C[C@@H]1O)=O.[Na+]>>[OH:3][C:2]([C@@:4]1([O:57][C@@H:56]([C@@H:58]([C@@H:60]([CH2:62][OH:63])[OH:61])[OH:59])[C@H:51]([NH:52][C:53]([CH3:55])=[O:54])[C@@H:49]([OH:50])[CH2:48]1)[O:5][C@H:6]1[C@@H:43]([OH:44])[C@@H:42]([CH2:45][OH:46])[O:41][C@@H:8]([O:9][C@H:10]2[C@@H:16]([OH:17])[C@@H:15]([CH2:18][OH:19])[O:14][CH:12]([OH:13])[C@@H:11]2[NH2:40])[C@@H:7]1[OH:47])=[O:1] |f:1.2|. Procedure details: Synthesis of NeuAcα2-3Galβ1-3(NeuAcα2-6)GalNH2 βSEt. NeuAcα2-3Galβ1-3GalNH2 βSEt is prepared as described above and used directly or after isolation as acceptor for a α2-6-sialyltransferase (e.g. EC 2.4.99.7) reaction with a suitable glycosyl donor such as CMP-NeuAc.